Task: describe an organic reaction: reactants, conditions, products, and yield. Dataset: the Open Reaction Database (ORD), a public repository of structured organic reaction records Starting materials: CN (methylamine), COC(=O)C1=C(NC(=C(C1C1=C(C=CC=C1)Cl)C(=O)OC)C)COCCN1C(C2=CC=CC=C2C1=O)=O (4-(2-chloro-phenyl)-2-[2-(1,3-dioxo-1,3-dihydro-isoindol-2-yl)-ethoxymethyl]-6-methyl-1,4-dihydro-pyridine-3,5-dicarboxylic acid dimethyl ester). Solvent: O (water). Conditions: time 18 hour. Product: COC(=O)C1=C(NC(=C(C1C1=C(C=CC=C1)Cl)C(=O)OC)C)COCCN (2-(2-Amino-ethoxymethyl)-4-(2-chloro-phenyl)-6-methyl-1,4-dihydro-pyridine-3,5-dicarboxylic acid dimethyl ester). Yield: 84.0%. As a reaction SMILES: CN.[CH3:3][O:4][C:5]([C:7]1[CH:12]([C:13]2[CH:18]=[CH:17][CH:16]=[CH:15][C:14]=2[Cl:19])[C:11]([C:20]([O:22][CH3:23])=[O:21])=[C:10]([CH3:24])[NH:9][C:8]=1[CH2:25][O:26][CH2:27][CH2:28][N:29]1C(=O)C2C(=CC=CC=2)C1=O)=[O:6]>O>[CH3:3][O:4][C:5]([C:7]1[CH:12]([C:13]2[CH:18]=[CH:17][CH:16]=[CH:15][C:14]=2[Cl:19])[C:11]([C:20]([O:22][CH3:23])=[O:21])=[C:10]([CH3:24])[NH:9][C:8]=1[CH2:25][O:26][CH2:27][CH2:28][NH2:29])=[O:6]. Procedure details: To a stirred solution of methylamine (40 wt % in water, 125 mL, 1.45 mol) at ambient temperature was added 4-(2-chloro-phenyl)-2-[2-(1,3-dioxo-1,3-dihydro-isoindol-2-yl)-ethoxymethyl]-6-methyl-1,4-dihydro-pyridine-3,5-dicarboxylic acid dimethyl ester (dimethylamlodipine phthalimide) (4, 6.30 g, 12.0 mmol). The reaction mixture was stirred at ambient temperature for 18 hours, then diluted with water (100 mL) and extracted with ethyl acetate (3×100 mL). The combined organic extracts were washed wi... The reactants are Cl.CN([C@@H](CN)C)C ((R)-N2,N2 -dimethyl-1,2-propanediamine hydrochloride), Cl.ClC1=CC=C2C(=CC=NC2=C1)NC[C@@H](C)N(C)C ((R)-N1 -(7-chloro-quinolin-4-yl)-N2,N2 -dimethyl-propane-1,2-diamine hydrochloride). Run in CO (MeOH). The product is ClC1=CC=C2C(=CC=NC2=C1)NC[C@@H](C)N(C)C ((R)-N1 -(7-Chloro-quinolin-4-yl)-N2,N2 -dimethyl-propane-1,2-diamine). Reaction SMILES: Cl.CN(C)[C@H](C)CN.Cl.[Cl:10][C:11]1[CH:20]=[C:19]2[C:14]([C:15]([NH:21][CH2:22][C@H:23]([N:25]([CH3:27])[CH3:26])[CH3:24])=[CH:16][CH:17]=[N:18]2)=[CH:13][CH:12]=1>CO>[Cl:10][C:11]1[CH:20]=[C:19]2[C:14]([C:15]([NH:21][CH2:22][C@H:23]([N:25]([CH3:26])[CH3:27])[CH3:24])=[CH:16][CH:17]=[N:18]2)=[CH:13][CH:12]=1 |f:0.1,2.3|. Reported procedure: Analogous to Example 33g, starting from (R)-N2,N2 -dimethyl-1,2-propanediamine hydrochloride, we prepared (R)-N1 -(7-chloro-quinolin-4-yl)-N2,N2 -dimethyl-propane-1,2-diamine hydrochloride; white crystals, m.p.: 250° C., [a]D =-9.4° (c=1.0, MeOH). Reactants: C(CCC)C1=NN2N=C(N(C2=C1)CC1=CC=C(C=C1)C1=C(C=CC=C1)C1=NN=NN1C(C1=CC=CC=C1)(C1=CC=CC=C1)C1=CC=CC=C1)CC (6-butyl-2-ethyl-1-[[2'-(N-triphenylmethyl-tetrazol-5-yl)biphenyl-4-yl]methyl]-1H-pyrazolo[1,5-b][1,2,4]triazole), C(CCC)C1=NN2N=C(NC2=C1CC1=CC=C(C=C1)C1=C(C=CC=C1)C1=NN=NN1C(C1=CC=CC=C1)(C1=CC=CC=C1)C1=CC=CC=C1)CC (6-butyl-2-ethyl-7-[[2'-(N-triphenylmethyl-tetrazol-5-yl)biphenyl-4-yl]methyl]-1H-pyrazolo[1,5-b][1,2,4]triazole), C(CCC)C1=NN2N=C(N(C2=C1)CC1=CC=C(C=C1)C1=C(C=CC=C1)C1=NN=NN1C(C1=CC=CC=C1)(C1=CC=CC=C1)C1=CC=CC=C1)CC (6-butyl-2-ethyl-1-[[2'-(N-triphenylmethyl-tetrazol-5-yl)biphenyl-4-yl]methyl]-1H-pyrazolo[1,5-b][1,2,4]triazole), C(CCC)C1=NN2N=C(NC2=C1CC1=CC=C(C=C1)C1=C(C=CC=C1)C1=NN=NN1C(C1=CC=CC=C1)(C1=CC=CC=C1)C1=CC=CC=C1)CC (6-butyl-2-ethyl-7-[[2'-(N-triphenylmethyl-tetrazol-5-yl)biphenyl-4-yl]methyl]-1H-pyrazolo[1,5-b][1,2,4]triazole), C1(=CC=CC=C1)C(N1N=NN=C1C1=C(C=CC=C1)C1=CC=C(C=C1)CN1C(=C(C=2N1N=C(N2)CC)CC2=CC=C(C=C2)C2=C(C=CC=C2)C2=NN=NN2C(C2=CC=CC=C2)(C2=CC=CC=C2)C2=CC=CC=C2)CCCC)(C2=CC=CC=C2)C2=CC=CC=C2 (5,7-bis[[2'-(N-triphenylmethyl-tetrazol-5-yl)biphenyl-4-yl]methyl]-6-butyl-2-ethyl-5H-pyrazolo[1,5-b][1,2,4]triazole), C1(=CC=CC=C1)C(N1N=NN=C1C1=C(C=CC=C1)C1=CC=C(C=C1)CN1C(=C(C=2N1N=C(N2)CC)CC2=CC=C(C=C2)C2=C(C=CC=C2)C2=NN=NN2C(C2=CC=CC=C2)(C2=CC=CC=C2)C2=CC=CC=C2)CCCC)(C2=CC=CC=C2)C2=CC=CC=C2 (5,7-bis[[2'-(N-triphenylmethyl-tetrazol-5-yl)biphenyl-4-yl]methyl]-6-butyl-2-ethyl-5H-pyrazolo[1,5-b][1,2,4]triazole), mixture. Product: C(CCC)C=1N(N2N=C(N=C2C1)CC)CC1=CC=C(C=C1)C1=C(C=CC=C1)C1=NN=NN1C(C1=CC=CC=C1)(C1=CC=CC=C1)C1=CC=CC=C1 (6-butyl-2-ethyl-5-[[2'-(N-triphenylmethyl-tetrazol-5-yl)biphenyl-4-yl]methyl]-5H-pyrazolo[1,5-b][1,2,4]triazole), C(CCC)C1=NN2N=C(NC2=C1)CC (6-butyl-2-ethyl-1H-pyrazolo[1,5-b][1,2,4]triazole). Isolated yield 2285.4%. As a reaction SMILES: [C:1]1([C:7]([C:83]2[CH:88]=[CH:87][CH:86]=[CH:85][CH:84]=2)([C:77]2[CH:82]=[CH:81][CH:80]=[CH:79][CH:78]=2)[N:8]2[C:12]([C:13]3[CH:18]=[CH:17][CH:16]=[CH:15][C:14]=3[C:19]3[CH:24]=[CH:23][C:22]([CH2:25][N:26]4[N:30]5[N:31]=[C:32]([CH2:34][CH3:35])[N:33]=[C:29]5[C:28](CC5C=CC(C6C=CC=CC=6C6N(C(C7C=CC=CC=7)(C7C=CC=CC=7)C7C=CC=CC=7)N=NN=6)=CC=5)=[C:27]4[CH2:73][CH2:74][CH2:75][CH3:76])=[CH:21][CH:20]=3)=[N:11][N:10]=[N:9]2)[CH:6]=[CH:5][CH:4]=[CH:3][CH:2]=1.[CH2:89]([C:93]1[CH:100]=[C:99]2[N:95]([N:96]=[C:97]([CH2:138][CH3:139])[N:98]2CC2C=CC(C3C=CC=CC=3C3N(C(C4C=CC=CC=4)(C4C=CC=CC=4)C4C=CC=CC=4)N=NN=3)=CC=2)[N:94]=1)[CH2:90][CH2:91][CH3:92].C(C1C(CC2C=CC(C3C=CC=CC=3C3N(C(C4C=CC=CC=4)(C4C=CC=CC=4)C4C=CC=CC=4)N=NN=3)=CC=2)=C2N(N=C(CC)N2)N=1)CCC>>[CH2:73]([C:27]1[N:26]([CH2:25][C:22]2[CH:21]=[CH:20][C:19]([C:14]3[CH:15]=[CH:16][CH:17]=[CH:18][C:13]=3[C:12]3[N:8]([C:7]([C:77]4[CH:78]=[CH:79][CH:80]=[CH:81][CH:82]=4)([C:1]4[CH:2]=[CH:3][CH:4]=[CH:5][CH:6]=4)[C:83]4[CH:84]=[CH:85][CH:86]=[CH:87][CH:88]=4)[N:9]=[N:10][N:11]=3)=[CH:24][CH:23]=2)[N:30]2[C:29]([CH:28]=1)=[N:33][C:32]([CH2:34][CH3:35])=[N:31]2)[CH2:74][CH2:75][CH3:76].[CH2:89]([C:93]1[CH:100]=[C:99]2[N:95]([N:96]=[C:97]([CH2:138][CH3:139])[NH:98]2)[N:94]=1)[CH2:90][CH2:91][CH3:92]. Procedure details: In the same manner as described in Example 38, 0.61 g of 5,7-bis[[2'-(N-triphenylmethyl-tetrazol-5-yl)biphenyl-4-yl]methyl]-6-butyl-2-ethyl-5H-pyrazolo[1,5-b][1,2,4]triazole (compound 50a), 2.52 g of 6-butyl-2-ethyl-1-[[2'-(N-triphenylmethyl-tetrazol-5-yl)biphenyl-4-yl]methyl]-1H-pyrazolo[1,5-b][1,2,4]triazole (compound 50b), and 2.31 g of a mixture consisting (about 1:8) of 6-butyl-2-ethyl-7-[[2'-(N-triphenylmethyl-tetrazol-5-yl)biphenyl-4-yl]methyl]-1H-pyrazolo[1,5-b][1,2,4]triazole (compound ... Reactants: [OH-].[Na+] (sodium hydroxide), 0C, O=C1N(C2=CC(=CC=C2NC1=O)N1C=NC=C1)CC(=O)OCC (ethyl 2-[2,3-dioxo-7-(1H-imidazol-1-yl)-1,2,3,4-tetrahydroquinoxalin-1-yl]acetate), [N+](=O)(O)[O-] (nitric acid), ice water. Product: O=C1N(C2=CC(=C(C=C2NC1=O)[N+](=O)[O-])N1C=NC=C1)CC(=O)OCC (ethyl 2-[2,3-dioxo-7-(1H-imidazol-1-yl)-6-nitro-1,2,3,4-tetrahydroquinoxalin-1-yl]acetate). The yield is 26.0%. As a reaction SMILES: [O:1]=[C:2]1[C:11](=[O:12])[NH:10][C:9]2[C:4](=[CH:5][C:6]([N:13]3[CH:17]=[CH:16][N:15]=[CH:14]3)=[CH:7][CH:8]=2)[N:3]1[CH2:18][C:19]([O:21][CH2:22][CH3:23])=[O:20].[OH-].[Na+].[N+:26]([O-])([OH:28])=[O:27]>>[O:1]=[C:2]1[C:11](=[O:12])[NH:10][C:9]2[C:4](=[CH:5][C:6]([N:13]3[CH:17]=[CH:16][N:15]=[CH:14]3)=[C:7]([N+:26]([O-:28])=[O:27])[CH:8]=2)[N:3]1[CH2:18][C:19]([O:21][CH2:22][CH3:23])=[O:20] |f:1.2|. Reported procedure: At the temperature of 0C or less, 3.63 g of ethyl 2-[2,3-dioxo-7-(1H-imidazol-1-yl)-1,2,3,4-tetrahydroquinoxalin-1-yl]acetate was dissolved in 15 ml of fuming nitric acid under stirring. The resulting solution was heated to room temperature, stirred for one hour, and poured into ice water, followed by adjustment to about pH 2.0 with an aqueous solution of sodium hydroxide. The resulting insoluble matter was removed by filtration. To the filtrate, an aqueous solution of sodium hydroxide was added... The reactants are stannous chloride dihydrate, NC1=C(C=CC=2C(=CC=CC12)S(=O)(=O)N)N=NC1=CC=C(C=C1)Cl (1-amino-2-(4-chlorophenylazo)-naphthalene-5-sulphonamide), ice water. Solvent: Cl (hydrochloric acid). Run at temperature 70 celsius, time 3 hour. The product is NC1=C(C=CC=2C(=CC=CC12)S(=O)(=O)N)N (1,2-diamino-naphthalene-5-sulphonamide). The yield is 101.9%. As a reaction SMILES: [NH2:1][C:2]1[C:11]2[CH:10]=[CH:9][CH:8]=[C:7]([S:12]([NH2:15])(=[O:14])=[O:13])[C:6]=2[CH:5]=[CH:4][C:3]=1[N:16]=NC1C=CC(Cl)=CC=1>Cl>[NH2:1][C:2]1[C:11]2[CH:10]=[CH:9][CH:8]=[C:7]([S:12]([NH2:15])(=[O:13])=[O:14])[C:6]=2[CH:5]=[CH:4][C:3]=1[NH2:16]. Procedure: To a solution of 18,1 g (80 mmol) stannous chloride dihydrate in 100 ml concentrated hydrochloric acid was added 10,0 g (27,7 mmol) 1-amino-2-(4-chlorophenylazo)-naphthalene-5-sulphonamide. The mixture was stirred at 70° C. for 3 h. After cooling to 25° C., the mixture was poured into 200 ml ice-water. The precipitate was filtered off and washed with 4N hydrochloric acid. The crude product was stirred with ice-water. The precipitate was filtered off and washed with ice-water and ethanol to give ...